This data is from the Open Reaction Database (ORD), a public repository of structured organic reaction records. The task is: describe an organic reaction: reactants, conditions, products, and yield Starting materials: CCCCCCCCCCCCCCCCCC(=O)OCC(CCOC(=O)C(NC(=O)OC(C)(C)C)C(C)C)Cn1cnc2c(=O)[nH]c(N)nc21, O, O=C(O)C(F)(F)F. The product is CCCCCCCCCCCCCCCCCC(=O)OCC(CCOC(=O)C(N)C(C)C)Cn1cnc2c(=O)[nH]c(N)nc21. Reaction SMILES: [C:1]([O:2][C:3](=[O:4])[NH:8][CH:9]([CH:10]([CH3:11])[CH3:12])[C:13](=[O:14])[O:15][CH2:16][CH2:17][CH:18]([CH2:19][n:20]1[c:21]2[n:22][c:23]([NH2:30])[nH:24][c:25](=[O:29])[c:26]2[n:27][cH:28]1)[CH2:31][O:32][C:33]([CH2:34][CH2:35][CH2:36][CH2:37][CH2:38][CH2:39][CH2:40][CH2:41][CH2:42][CH2:43][CH2:44][CH2:45][CH2:46][CH2:47][CH2:48][CH2:49][CH3:50])=[O:51])([CH3:5])([CH3:6])[CH3:7].[OH2:59].[OH:52][C:53]([C:54]([F:55])([F:56])[F:57])=[O:58]>>[NH2:8][CH:9]([CH:10]([CH3:11])[CH3:12])[C:13](=[O:14])[O:15][CH2:16][CH2:17][CH:18]([CH2:19][n:20]1[c:21]2[n:22][c:23]([NH2:30])[nH:24][c:25](=[O:29])[c:26]2[n:27][cH:28]1)[CH2:31][O:32][C:33]([CH2:34][CH2:35][CH2:36][CH2:37][CH2:38][CH2:39][CH2:40][CH2:41][CH2:42][CH2:43][CH2:44][CH2:45][CH2:46][CH2:47][CH2:48][CH2:49][CH3:50])=[O:51]. Reactants: CCCCCCC(C(C)=O)C(=O)OC, ClCCl, [K+], [OH-]. The product is CCCCCCC(C(C)=O)C(=O)O. RXN SMILES: [C:1]([CH3:2])(=[O:3])[CH:4]([C:5](=[O:6])[O:7][CH3:8])[CH2:9][CH2:10][CH2:11][CH2:12][CH2:13][CH3:14].[Cl:17][CH2:18][Cl:19].[K+:16].[OH-:15]>>[C:1]([CH3:2])(=[O:3])[CH:4]([C:5](=[O:6])[OH:7])[CH2:9][CH2:10][CH2:11][CH2:12][CH2:13][CH3:14]. Starting materials: NC=1SC(=NN1)S (2-Amino-5-mercapto-1,3,4-thiadiazole), Cl.C(C)N(CC)CCCl (diethylaminoethylchloridehydrochloride), [OH-].[K+] (potassium hydroxide). Solvent: CO (methanol). The product is NC=1SC(=NN1)SCCN(CC)CC (2-amino-5-diethylaminoethylthio-1,3,4-thiadiazole). Isolated yield 81.9%. As a reaction SMILES: [NH2:1][C:2]1[S:3][C:4]([SH:7])=[N:5][N:6]=1.Cl.[CH2:9]([N:11]([CH2:14][CH2:15]Cl)[CH2:12][CH3:13])[CH3:10].[OH-].[K+]>CO>[NH2:1][C:2]1[S:3][C:4]([S:7][CH2:10][CH2:9][N:11]([CH2:14][CH3:15])[CH2:12][CH3:13])=[N:5][N:6]=1 |f:1.2,3.4|. Reported procedure: 2-Amino-5-mercapto-1,3,4-thiadiazole (13.3 g), diethylaminoethylchloridehydrochloride (17.2 g), and potassium hydroxide (11.2 g) were stirred in methanol (200 ml) overnight at room temperature. The reaction mixture was concentrated under a vacuum. The residue, with water added thereto, was extracted with ethyl acetate. The extract was dried over sodium sulfate anhydride, and then concentrated under a vacuum. The resulting solid was recrystallized from n-hexane/ethanol, thereby yielding 19.0 g of... Reactants: CCCc1nc2cc(NCc3ccccc3)ccc2n1CC(=O)OC(C)(C)C, CC(C)CC(=O)Cl, CN(C)c1ccncc1, CCN(C(C)C)C(C)C, ClCCl, Cl. Yields the product CCCc1nc2cc(N(Cc3ccccc3)C(=O)CC(C)C)ccc2n1CC(=O)OC(C)(C)C. RXN SMILES: [C:8]([CH3:9])([CH3:10])([CH3:11])[O:12][C:13]([CH2:14][n:15]1[c:16]([CH2:32][CH2:33][CH3:34])[n:17][c:18]2[c:19]1[cH:20][cH:21][c:22]([NH:24][CH2:25][c:26]1[cH:27][cH:28][cH:29][cH:30][cH:31]1)[cH:23]2)=[O:35].[CH3:1][CH:2]([CH2:3][C:4](=[O:5])[Cl:6])[CH3:7].[CH3:45][N:46]([c:47]1[cH:48][cH:49][n:50][cH:51][cH:52]1)[CH3:53].[CH:36]([N:37]([CH2:38][CH3:39])[CH:40]([CH3:41])[CH3:42])([CH3:43])[CH3:44].[Cl:54][CH2:55][Cl:56].[ClH:57]>>[CH3:1][CH:2]([CH2:3][C:4](=[O:5])[N:24]([c:22]1[cH:21][cH:20][c:19]2[n:15]([CH2:14][C:13]([O:12][C:8]([CH3:9])([CH3:10])[CH3:11])=[O:35])[c:16]([CH2:32][CH2:33][CH3:34])[n:17][c:18]2[cH:23]1)[CH2:25][c:26]1[cH:27][cH:28][cH:29][cH:30][cH:31]1)[CH3:7].